Dataset: the Open Reaction Database (ORD), a public repository of structured organic reaction records. Task: describe an organic reaction: reactants, conditions, products, and yield Reactants: CC(=Cc1ccccc1)CBr, CCOC(C)=O, CCCCCC, Cc1cc(O)c(C)c(C)c1NC=O. Yields the product CC(=Cc1ccccc1)COc1cc(C)c(NC=O)c(C)c1C. As a reaction SMILES: [Br:14][CH2:15][C:16](=[CH:17][c:18]1[cH:19][cH:20][cH:21][cH:22][cH:23]1)[CH3:24].[C:31]([O:32][CH2:33][CH3:34])(=[O:35])[CH3:36].[CH3:25][CH2:26][CH2:27][CH2:28][CH2:29][CH3:30].[OH:1][c:2]1[c:3]([CH3:13])[c:4]([CH3:12])[c:5]([NH:9][CH:10]=[O:11])[c:6]([CH3:8])[cH:7]1>>[O:1]([c:2]1[c:3]([CH3:13])[c:4]([CH3:12])[c:5]([NH:9][CH:10]=[O:11])[c:6]([CH3:8])[cH:7]1)[CH2:15][C:16](=[CH:17][c:18]1[cH:19][cH:20][cH:21][cH:22][cH:23]1)[CH3:24]. As a reaction SMILES: [NH2:1][C:2]1[C:3]([O:19][CH3:20])=[CH:4][C:5]2[CH2:11][N:10]([CH2:12][CH:13]3[CH2:15][CH2:14]3)[CH2:9][C:8](=O)[N:7](C)[C:6]=2[CH:18]=1.Cl[C:22]1[N:27]=[C:26]([NH:28][C@@H:29]2[C@@H:34]3[CH2:35][C@@H:31]([CH:32]=[CH:33]3)[C@@H:30]2[C:36]([NH2:38])=[O:37])[C:25]([Cl:39])=[CH:24][N:23]=1>>[Cl:39][C:25]1[C:26]([NH:28][C@@H:29]2[C@@H:34]3[CH2:35][C@@H:31]([CH:32]=[CH:33]3)[C@@H:30]2[C:36]([NH2:38])=[O:37])=[N:27][C:22]([NH:1][C:2]2[C:3]([O:19][CH3:20])=[CH:4][C:5]3[CH2:11][N:10]([CH2:12][CH:13]4[CH2:14][CH2:15]4)[CH2:9][CH2:8][NH:7][C:6]=3[CH:18]=2)=[N:23][CH:24]=1. The product is ClC=1C(=NC(=NC1)NC=1C(=CC2=C(NCCN(C2)CC2CC2)C1)OC)N[C@H]1[C@H]([C@@H]2C=C[C@H]1C2)C(=O)N ((1S,2S,3R,4R)-3-[5-Chloro-2-[4-cyclopropylmethyl-7-methoxy-2,3,4,5-tetrahydro-1H-benzo[e][1,4]diazepin-8-ylamino)-pyrimidin-4-ylamino]-bicyclo(2.2.1)hept-5-ene-2-carboxylic acid amide). Reported procedure: The title compound was prepared from 8-Amino-4-cyclopropylmethyl-7-methoxy-1-methyl-1,3,4,5-tetrahydro-benzo[e][1,4]diazepin-2-one and (1S,2S,3R,4R)-3-(2,5-Dichloro-pyrimidin-4-ylamino)-bicyclo[2.2.1]hept-5-ene-2-carboxylic acid amide in an analogous manner to example 730 (0.058 g, 42%). Mp 149-151° C.; LCMS (m/e) 538 (M); 1H-NMR (DMSO, 400 MHz) δ 8.25 (s, 1H), 8.00 (s, 1H), 7.83 (d, 1H, J=7.58 Hz),7.78 (s, 1H), 7.75 (s, 1H), 7.25 (s, 1H), 7.05 (s, 1H), 6.30 (t, 1H), 6.07 (t, 1H), 5.75 (s, 1H), ... Reactants: NC=1C(=CC2=C(N(C(CN(C2)CC2CC2)=O)C)C1)OC (8-Amino-4-cyclopropylmethyl-7-methoxy-1-methyl-1,3,4,5-tetrahydro-benzo[e][1,4]diazepin-2-one), ( M ), ClC1=NC=C(C(=N1)N[C@H]1[C@H]([C@@H]2C=C[C@H]1C2)C(=O)N)Cl ((1S,2S,3R,4R)-3-(2,5-Dichloro-pyrimidin-4-ylamino)-bicyclo[2.2.1]hept-5-ene-2-carboxylic acid amide), example 730.